This data is from the Open Reaction Database (ORD), a public repository of structured organic reaction records. The task is: describe an organic reaction: reactants, conditions, products, and yield Starting materials: NC1=CC=C(CN)C=C1 (p-Aminobenzylamine), N#CN (cyanamide), [OH-].[Na+] (NaOH). The solvent is O (H2O), Cl (HCl). The product is NCC1=CC=C(C=C1)NC(=N)N ([4-(Aminomethyl)phenyl]guanidine). The yield is 15.5%. Reaction SMILES: [NH2:1][C:2]1[CH:9]=[CH:8][C:5]([CH2:6][NH2:7])=[CH:4][CH:3]=1.[N:10]#[C:11][NH2:12].[OH-].[Na+]>Cl.O>[NH2:7][CH2:6][C:5]1[CH:8]=[CH:9][C:2]([NH:1][C:11]([NH2:12])=[NH:10])=[CH:3][CH:4]=1 |f:2.3|. Reported procedure: p-Aminobenzylamine (6.7 g; 54.84 mmol) was suspended in 20 ml of 6N HCl and, while refluxing, 5.3 g of cyanamide—dissolved in 5 ml of H2O—were slowly added dropwise. After the reaction was complete, 50% NaOH solution was added to the solution at 0° C., and the resulting precipitate was filtered off with suction, boiled in 50 ml of ethanol and filtered. Concentration of the mother liquor and stirring of the resulting residue with diethyl ether afforded 1.4 g of yellow solid; m.p.: 255° C. Starting materials: S1C=C(C=C1)S(=O)C(CC(=O)O)C (3-(3-thienylsulfinyl)butyric acid), NC1[C@@H]2N(C(=C(CS2)C(=O)SC=2N=NC=CC2)C(=O)O)C1=O (7-amino-3-(1-oxopyridazine-3-ylthiomethyl)-3-cephem-4-carboxylic acid). Product: S1C=C(C=C1)S(=O)C(CC(=O)NC1[C@@H]2N(C(=C(CS2)C(=O)SC=2N=NC=CC2)C(=O)O)C1=O)C (7-[3-(3-thienylsulfinyl)butyramido]-3-(1-oxopyridazine-3-ylthiomethyl)-3-cephem-4-carboxylic acid). Reaction SMILES: [S:1]1[CH:5]=[CH:4][C:3]([S:6]([CH:8]([CH3:13])[CH2:9][C:10]([OH:12])=O)=[O:7])=[CH:2]1.[NH2:14][CH:15]1[C:34](=[O:35])[N:17]2[C:18]([C:31]([OH:33])=[O:32])=[C:19]([C:22]([S:24][C:25]3[N:26]=[N:27][CH:28]=[CH:29][CH:30]=3)=[O:23])[CH2:20][S:21][C@H:16]12>>[S:1]1[CH:5]=[CH:4][C:3]([S:6]([CH:8]([CH3:13])[CH2:9][C:10]([NH:14][CH:15]2[C:34](=[O:35])[N:17]3[C:18]([C:31]([OH:33])=[O:32])=[C:19]([C:22]([S:24][C:25]4[N:26]=[N:27][CH:28]=[CH:29][CH:30]=4)=[O:23])[CH2:20][S:21][C@H:16]23)=[O:12])=[O:7])=[CH:2]1. Reported procedure: 436 mg. of 3-(3-thienylsulfinyl)butyric acid and 7-amino-3-(1-oxopyridazine-3-ylthiomethyl)-3-cephem-4-carboxylic acid were reacted in the same manner as described in Example 28 and 432 mg. of 7-[3-(3-thienylsulfinyl)butyramido]-3-(1-oxopyridazine-3-ylthiomethyl)-3-cephem-4-carboxylic acid were obtained. Reactants: C(C)(C)(C)C1=CN(/C(/S1)=N/C(C1=C(C=CC(=C1)Cl)F)=O)CCCC ((Z)-N-(5-tert-butyl-3-butylthiazol-2(3H)-ylidene)-5-chloro-2-fluorobenzamide), C(C(F)(F)F)O (trifluoroethanol), CC(C)(C)[O-].[K+] (potassium 2-methylpropan-2-olate). Solvent: C1CCOC1 (THF), O (water). Reaction conditions: time 3 hour. Product: C(C)(C)(C)C1=CN(/C(/S1)=N/C(C1=C(C=CC(=C1)Cl)OCC(F)(F)F)=O)CCCC ((Z)-N-(5-tert-butyl-3-butylthiazol-2(3H)-ylidene)-5-chloro-2-(2,2,2-trifluoroethoxy)benzamide). Isolated yield 39.6%. As a reaction SMILES: [C:1]([C:5]1[S:9]/[C:8](=[N:10]\[C:11](=[O:20])[C:12]2[CH:17]=[C:16]([Cl:18])[CH:15]=[CH:14][C:13]=2F)/[N:7]([CH2:21][CH2:22][CH2:23][CH3:24])[CH:6]=1)([CH3:4])([CH3:3])[CH3:2].[CH2:25]([OH:30])[C:26]([F:29])([F:28])[F:27].CC([O-])(C)C.[K+]>C1COCC1.O>[C:1]([C:5]1[S:9]/[C:8](=[N:10]\[C:11](=[O:20])[C:12]2[CH:17]=[C:16]([Cl:18])[CH:15]=[CH:14][C:13]=2[O:30][CH2:25][C:26]([F:29])([F:28])[F:27])/[N:7]([CH2:21][CH2:22][CH2:23][CH3:24])[CH:6]=1)([CH3:4])([CH3:3])[CH3:2] |f:2.3|. Procedure details: A mixture of the product from Example 75A (537 mg, 1.45 mmol), trifluoroethanol (87 μL, 2.18 mmol) and potassium 2-methylpropan-2-olate (2.18 mL, 2.18 mmol) in THF (10 mL) was stirred at room temperature for 3 hrs. The mixture was diluted with water and extracted with EtOAc. The organic extract was dried (Na2SO4), filtered and concentrated. The residue was purified by column chromatography using an Analogix® Intelliflash280 ™ (SiO2, 0-50% Hexane in ethyl acetate) to afford 258 mg (40%) of the ti... The solvent is hexanes. RXN SMILES: C1C=CC(C2C=CC=CC=2)=CC=1.C1C=CC(OC2C=CC=CC=2)=CC=1.C1(OC2C=CC=CC=2)C=CC=CC=1.C(O[C:44](=[O:64])[CH:45]=[C:46]([NH:54][C:55]1[CH:60]=[CH:59][C:58]([N+:61]([O-:63])=[O:62])=[CH:57][CH:56]=1)[C:47]1[CH:52]=[CH:51][CH:50]=[C:49]([F:53])[CH:48]=1)CCC>>[F:53][C:49]1[CH:48]=[C:47]([C:46]2[CH:45]=[C:44]([OH:64])[C:56]3[C:55](=[CH:60][CH:59]=[C:58]([N+:61]([O-:63])=[O:62])[CH:57]=3)[N:54]=2)[CH:52]=[CH:51][CH:50]=1 |f:0.1|. Reaction conditions: temperature 250 celsius, time 8 hour. Reactants: C1=CC=C(C=C1)C2=CC=CC=C2.C1=CC=C(C=C1)OC2=CC=CC=C2 (Dowtherm A), C1(=CC=CC=C1)OC1=CC=CC=C1 (diphenyl oxide), C(CCC)OC(C=C(C1=CC(=CC=C1)F)NC1=CC=C(C=C1)[N+](=O)[O-])=O (3-(4-nitro-phenylamino)-3-(3-fluorophenyl)-acrylic acid butyl ester). Product: FC=1C=C(C=CC1)C1=NC2=CC=C(C=C2C(=C1)O)[N+](=O)[O-] (2-(3-Fluorophenyl)-6-nitro-quinolin-4-ol). Yield: 95.9%. Procedure: In a 3 L three-neck flask, equipped with mechanical stirrer, Claisen adapter holding a thermocouple probe and reflux condenser with nitrogen inlet was added 0.75 L of Dowtherm A (a eutectic mixture of 26.5% diphenyl and 73.5% diphenyl oxide) The solvent is then preheated to 250° C. To this was cautiously added in small portions 77.0 grams (0.215 moles) of 3-(4-nitro-phenylamino)-3-(3-fluorophenyl)-acrylic acid butyl ester over the course of 0.25 hours. The mixture was maintained at 250° C. for 1... Starting materials: [H-].C(C)(C)[Al+]C(C)C (diisopropyl aluminium hydride), CCCCCC.C(C)(=O)OCC (n-hexane ethyl acetate), ClCC(=CCCC(=CCCC(=CC=C(C(=O)OCC)C(C)C)C)C)C (Ethyl 14-chloro-2-(1-methylethyl)-5,9,13-trimethyl-2,4,8,12-tetradecatetraenoate), O (Water). Run in C1(=CC=CC=C1)C (toluene), C1(=CC=CC=C1)C (toluene). Conditions: time 30 minute. The product is ClCC(=CCCC(=CCCC(=CC=C(CO)C(C)C)C)C)C (14-chloro-2-(1-methylethyl)-5,9,13-trimethyl-2,4,8,12-tetradecatetraen-1-ol). The yield is 83.7%. As a reaction SMILES: [Cl:1][CH2:2][C:3]([CH3:25])=[CH:4][CH2:5][CH2:6][C:7]([CH3:24])=[CH:8][CH2:9][CH2:10][C:11]([CH3:23])=[CH:12][CH:13]=[C:14]([CH:20]([CH3:22])[CH3:21])[C:15](OCC)=[O:16].[H-].C([Al+]C(C)C)(C)C.O.CCCCCC.C(OCC)(=O)C>C1(C)C=CC=CC=1>[Cl:1][CH2:2][C:3]([CH3:25])=[CH:4][CH2:5][CH2:6][C:7]([CH3:24])=[CH:8][CH2:9][CH2:10][C:11]([CH3:23])=[CH:12][CH:13]=[C:14]([CH:20]([CH3:21])[CH3:22])[CH2:15][OH:16] |f:1.2,4.5|. Procedure details: Ethyl 14-chloro-2-(1-methylethyl)-5,9,13-trimethyl-2,4,8,12-tetradecatetraenoate (670 mg, 1.81 mmol) was dissolved in dry toluene (20 ml) under argon atmosphere. To the solution cooled on an ethanol-dry ice bath was added with stirring 1M diisopropyl aluminium hydride in toluene (4 ml). After 30 minutes, disappearance of the starting material was confirmed. Water (1.5 ml) was added to the reaction mixture, the cooling bath was removed, and the stirring was continued. After further stirring with ... The reactants are N12C[C@H](C(CC1)CC2)NC2=C(C(NC1=CC=C(C=C21)C2=CC=C(C=C2)OC)=O)C2=NC1=C(N2)C=CC=C1 (4-[(3S)-1-azabicyclo[2.2.2]oct-3-ylamino]-3-(1H-benzimidazol-2-yl)-6-(4-methoxyphenyl)quinolin-2(1H)-one), [OH-].[Na+] (NaOH). Solvent: Br.CC(=O)O (HBr AcOH). Run at temperature 60 celsius. The product is N12C[C@H](C(CC1)CC2)NC2=C(C(NC1=CC=C(C=C21)C2=CC=C(C=C2)O)=O)C2=NC1=C(N2)C=CC=C1 (4-[(3S)-1-Azabicyclo[2.2.2]oct-3-ylamino]-3-(1H-benzimidazol-2-yl)-6-(4-hydroxyphenyl)quinolin-2(1H)-one). RXN SMILES: [N:1]12[CH2:8][CH2:7][CH:4]([CH2:5][CH2:6]1)[C@H:3]([NH:9][C:10]1[C:19]3[C:14](=[CH:15][CH:16]=[C:17]([C:20]4[CH:25]=[CH:24][C:23]([O:26]C)=[CH:22][CH:21]=4)[CH:18]=3)[NH:13][C:12](=[O:28])[C:11]=1[C:29]1[NH:33][C:32]3[CH:34]=[CH:35][CH:36]=[CH:37][C:31]=3[N:30]=1)[CH2:2]2.[OH-].[Na+]>Br.CC(O)=O>[N:1]12[CH2:6][CH2:5][CH:4]([CH2:7][CH2:8]1)[C@H:3]([NH:9][C:10]1[C:19]3[C:14](=[CH:15][CH:16]=[C:17]([C:20]4[CH:21]=[CH:22][C:23]([OH:26])=[CH:24][CH:25]=4)[CH:18]=3)[NH:13][C:12](=[O:28])[C:11]=1[C:29]1[NH:30][C:31]3[CH:37]=[CH:36][CH:35]=[CH:34][C:32]=3[N:33]=1)[CH2:2]2 |f:1.2,3.4|. Reported procedure: 4-[(3S)-1-azabicyclo[2.2.2]oct-3-ylamino]-3-(1H-benzimidazol-2-yl)-6-(4-methoxyphenyl)quinolin-2(1H)-one (Example 70) was dissolved in 30% HBr/AcOH and heated at 60° C. until the reaction was complete. The resulting mixture was allowed to cool, and it was then neutralized with 2 M NaOH. The resulting mixture was extracted with EtOAc, and the organic layers were dried over Na2SO4, filtered, and evaporated under reduced pressure. The residue was purified by reverse phase HPLC to give the desired p... The reactants are C(C)OC(=O)C=1NC2=CC=CC=C2C1 (1H-indole-2-carboxylic acid ethyl ester), BrCC1=CC=CC2=CC(=CC=C12)OC(C)C (1-bromomethyl-6-isopropoxy-naphthalene). Yields the product C(C)(C)OC=1C=C2C=CC=C(C2=CC1)CN1C(=CC2=CC=CC=C12)C(=O)O (1-(6-isopropoxy-naphthalen-1-ylmethyl)-1H-indole-2-carboxylic acid). RXN SMILES: C([O:3][C:4]([C:6]1[NH:7][C:8]2[C:13]([CH:14]=1)=[CH:12][CH:11]=[CH:10][CH:9]=2)=[O:5])C.Br[CH2:16][C:17]1[C:26]2[C:21](=[CH:22][C:23]([O:27][CH:28]([CH3:30])[CH3:29])=[CH:24][CH:25]=2)[CH:20]=[CH:19][CH:18]=1>>[CH:28]([O:27][C:23]1[CH:22]=[C:21]2[C:26](=[CH:25][CH:24]=1)[C:17]([CH2:16][N:7]1[C:8]3[C:13](=[CH:12][CH:11]=[CH:10][CH:9]=3)[CH:14]=[C:6]1[C:4]([OH:3])=[O:5])=[CH:18][CH:19]=[CH:20]2)([CH3:30])[CH3:29]. Procedure details: Using general procedure B, 1H-indole-2-carboxylic acid ethyl ester was coupled with 1-bromomethyl-6-isopropoxy-naphthalene and the product obtained was hydrolyzed to give 1-(6-isopropoxy-naphthalen-1-ylmethyl)-1H-indole-2-carboxylic acid as a white solid. MS: 358.0 ([M−H]−). The reactants are C1OC=2C=C(CN)C=CC2O1 (3,4-methylenedioxybenzylamine), ClC=1N=C(C2=C(N1)SC(=C2C)C)Cl (2,4-dichloro-5,6-dimethyl-thieno-[2,3-d]-pyrimidine). The product is ClC=1N=C(C2=C(N1)SC(=C2C)C)NCC2=CC1=C(C=C2)OCO1 (2-chloro-5,6-dimethyl-4-(3,4-methylenedioxybenzylamino)-thieno-[2,3-d]-pyrimidine). As a reaction SMILES: [CH2:1]1[O:11][C:10]2[CH:9]=[CH:8][C:5]([CH2:6][NH2:7])=[CH:4][C:3]=2[O:2]1.[Cl:12][C:13]1[N:14]=[C:15](Cl)[C:16]2[C:21]([CH3:22])=[C:20]([CH3:23])[S:19][C:17]=2[N:18]=1>>[Cl:12][C:13]1[N:14]=[C:15]([NH:7][CH2:6][C:5]2[CH:8]=[CH:9][C:10]3[O:11][CH2:1][O:2][C:3]=3[CH:4]=2)[C:16]2[C:21]([CH3:22])=[C:20]([CH3:23])[S:19][C:17]=2[N:18]=1. Procedure details: Following the procedure of Example 1, the reaction of 3,4-methylenedioxybenzylamine with 2,4-dichloro-5,6-dimethyl-thieno-[2,3-d]-pyrimidine gives 2-chloro-5,6-dimethyl-4-(3,4-methylenedioxybenzylamino)-thieno-[2,3-d]-pyrimidine The reactants are O=C([O-])[O-], OCCBr, CCC(C)=O, Cc1ccc2c(c1)C1CNCCC1N2, [K+], [K+]. Yields the product Cc1ccc2c(c1)C1CN(CCO)CCC1N2. As a reaction SMILES: [C:19](=[O:20])([O-:21])[O-:22].[CH2:15]([CH2:16][OH:17])[Br:18].[CH2:25]([C:26]([CH3:27])=[O:28])[CH3:29].[CH3:1][c:2]1[cH:3][c:4]2[c:8]([cH:9][cH:10]1)[NH:7][CH:6]1[CH:5]2[CH2:14][NH:13][CH2:12][CH2:11]1.[K+:23].[K+:24]>>[CH3:1][c:2]1[cH:3][c:4]2[c:8]([cH:9][cH:10]1)[NH:7][CH:6]1[CH:5]2[CH2:14][N:13]([CH2:15][CH2:16][OH:17])[CH2:12][CH2:11]1.